Dataset: the Open Reaction Database (ORD), a public repository of structured organic reaction records. Task: describe an organic reaction: reactants, conditions, products, and yield Starting materials: FC(C(=O)NOC(C(F)(F)F)=O)(F)F (N,O-bis(trifluoroacetyl)hydroxylamine), N1=CC=CC=C1 (pyridine), C1=CC=CC=C1 (benzene). The solvent is O (water), O (water). Product: C12C(CC(C(C1)C#N)C2)C#N (bicyclo[2.2.1]heptane-2,5-dicarbonitrile). Isolated yield 73.0%. As a reaction SMILES: F[C:2](F)(F)[C:3]([NH:5]OC(=O)C(F)(F)F)=O.[N:15]1[CH:20]=[CH:19][CH:18]=[CH:17][CH:16]=1.[CH:21]1C=CC=C[CH:22]=1>O>[CH:17]12[CH2:16][CH:22]([CH:19]([C:20]#[N:15])[CH2:18]1)[CH2:21][CH:2]2[C:3]#[N:5]. Procedure details: In a 2-l flask equipped with a stirrer, a thermometer and a reflux condenser, 179.0 g (1.2 moles) of 5-cyano-bicyclo[2.2.1]hepta-2-carbaldehyde, 292.6 g (1.3 moles) of N,O-bis(trifluoroacetyl)hydroxylamine, 197.8 g (2.5 moles) of pyridine and 600 ml of benzene were charged. The resulting mixture was gradually heated and refluxed for 3 hours under stirring. Deionized water (500 ml) was thereafter added to the reaction mixture. The water layer so obtained was removed, whereby an oil was obtained. ... Reactants: ClCCl, CC(=O)[O-], CC(C)=O, CC12CCC(=O)C=C1CCC1C2=CCC2(C)C1CCC2(O)C(=O)CCl, [I-], [K+], [K+]. Yields the product CC(=O)OCC(=O)C1(O)CCC2C3CCC4=CC(=O)CCC4(C)C3=CCC21C. Reaction SMILES: [CH2:37]([Cl:38])[Cl:39].[CH3:27][C:28]([O-:29])=[O:30].[CH3:33][C:34](=[O:35])[CH3:36].[Cl:1][CH2:2][C:3]([C:4]1([OH:24])[CH2:5][CH2:6][CH:7]2[CH:8]3[CH2:9][CH2:10][C:11]4=[CH:12][C:13](=[O:23])[CH2:14][CH2:15][C:16]4([CH3:17])[C:18]3=[CH:19][CH2:20][C:21]12[CH3:22])=[O:25].[I-:32].[K+:26].[K+:31]>>[CH2:2]([C:3]([C:4]1([OH:24])[CH2:5][CH2:6][CH:7]2[CH:8]3[CH2:9][CH2:10][C:11]4=[CH:12][C:13](=[O:23])[CH2:14][CH2:15][C:16]4([CH3:17])[C:18]3=[CH:19][CH2:20][C:21]12[CH3:22])=[O:25])[O:30][C:28]([CH3:27])=[O:29]. The reactants are CNC, C1COCCO1, O=C1COCCO1. The product is CN(C)C(=O)COCCO. Reaction SMILES: [CH3:1][NH:2][CH3:3].[O:11]1[CH2:12][CH2:13][O:14][CH2:15][CH2:16]1.[O:4]1[C:5](=[O:10])[CH2:6][O:7][CH2:8][CH2:9]1>>[CH3:1][N:2]([CH3:3])[C:5]([CH2:6][O:7][CH2:8][CH2:9][OH:4])=[O:10]. Reactants: C(C1=CC=CC=C1)(=O)SCCC(=O)N1[C@H](C(=O)O)CC[C@@H]1C1=CC=CC=C1 (cis-1-(3-Benzoylthiopropanoyl)-5-phenyl proline), CO (methanol), N (ammonia). Solvent: O (water). Reaction conditions: temperature 25 celsius, time 2 hour. The product is SCCC(=O)N1[C@H](C(=O)O)CC[C@@H]1C1=CC=CC=C1 (cis-1-(3-Mercaptopropanoyl)-5-phenyl proline). RXN SMILES: C([S:9][CH2:10][CH2:11][C:12]([N:14]1[C@@H:21]([C:22]2[CH:27]=[CH:26][CH:25]=[CH:24][CH:23]=2)[CH2:20][CH2:19][C@H:15]1[C:16]([OH:18])=[O:17])=[O:13])(=O)C1C=CC=CC=1.CO.N>O>[SH:9][CH2:10][CH2:11][C:12]([N:14]1[C@@H:21]([C:22]2[CH:27]=[CH:26][CH:25]=[CH:24][CH:23]=2)[CH2:20][CH2:19][C@H:15]1[C:16]([OH:18])=[O:17])=[O:13]. Reported procedure: This product from Example 3 was added to a solution of methanol saturated with ammonia and was stirred at 25° C. for 2 hours. The solvent was evaporated off, leaving a solid which was stirred in water and filtered. The filtrate was extracted five times with diethyl ether and was acidified. The acidified solution was then extracted with methylene chloride, washed with brine, dried over magnesium sulfate and concentrated to a solid. This residue was extracted with hot hexane from which the title c... Reactants: C(C)OC(CN1C(=NC=2C1=NC=CC2)C2=NC=CC(=C2)Cl)=O (2-(4-chloro-2-pyridinyl)-3H-imidazo[4,5-b]pyridine-3-acetic acid ethyl ester), [OH-].[Na+] (sodium hydroxide). Solvent: O (water), C(C)O (ethanol). The product is ClC1=CC(=NC=C1)C1=NC=2C(=NC=CC2)N1CC(=O)O (2-(4-Chloro-2-pyridinyl)-3H-imidazo[4,5-b]pyridine-3-acetic acid). Isolated yield 58.2%. Reaction SMILES: C([O:3][C:4](=[O:22])[CH2:5][N:6]1[C:10]2=[N:11][CH:12]=[CH:13][CH:14]=[C:9]2[N:8]=[C:7]1[C:15]1[CH:20]=[C:19]([Cl:21])[CH:18]=[CH:17][N:16]=1)C.[OH-].[Na+]>C(O)C.O>[Cl:21][C:19]1[CH:18]=[CH:17][N:16]=[C:15]([C:7]2[N:6]([CH2:5][C:4]([OH:22])=[O:3])[C:10]3=[N:11][CH:12]=[CH:13][CH:14]=[C:9]3[N:8]=2)[CH:20]=1 |f:1.2|. Reported procedure: A mixture of 2-(4-chloro-2-pyridinyl)-3H-imidazo[4,5-b]pyridine-3-acetic acid ethyl ester (1.6 g, 0.005 mole), and crushed sodium hydroxide (0.2 g, 0.005 mole) in aqueous ethanol (5 ml water and 4 ml ethanol) was heated at reflux for 1/2 hr. The reaction mixture was diluted with water (10 ml) and extracted with ether (2×). The aqueous layer was acidified with 3N hydrochloric acid. The precipitate was collected, washed with water, and dried under high vacuum at 50° C. overnight to give 0.84 g of ... Reactants: N([C@H](CC1=CNC2=CC=CC=C12)C(=O)N([C@@H](CC(C)C)C(=O)N[C@@H](CCSC)C(=O)N)C)C(=O)OC(C)(C)C (BocDTrp-MeLeu-MetNH2), FC(C(=O)O)(F)F (trifluoroacetic acid). Solvent: C(C)(S)S (ethanedithiol), CSC (dimethyl sulfide). Yields the product N[C@H](CC1=CNC2=CC=CC=C12)C(=O)N([C@@H](CC(C)C)C(=O)N[C@@H](CCSC)C(=O)N)C (HDTrp-MeLeu-MetNH2). Isolated yield 74.0%. Reaction SMILES: [NH:1](C(OC(C)(C)C)=O)[C@@H:2]([C:13]([N:15]([CH3:32])[C@H:16]([C:21]([NH:23][C@H:24]([C:29]([NH2:31])=[O:30])[CH2:25][CH2:26][S:27][CH3:28])=[O:22])[CH2:17][CH:18]([CH3:20])[CH3:19])=[O:14])[CH2:3][C:4]1[C:12]2[C:7](=[CH:8][CH:9]=[CH:10][CH:11]=2)[NH:6][CH:5]=1.FC(F)(F)C(O)=O>CSC.C(S)(S)C>[NH2:1][C@@H:2]([C:13]([N:15]([CH3:32])[C@H:16]([C:21]([NH:23][C@H:24]([C:29]([NH2:31])=[O:30])[CH2:25][CH2:26][S:27][CH3:28])=[O:22])[CH2:17][CH:18]([CH3:20])[CH3:19])=[O:14])[CH2:3][C:4]1[C:12]2[C:7](=[CH:8][CH:9]=[CH:10][CH:11]=2)[NH:6][CH:5]=1. Reported procedure: Condensation of BocMeLeuOH (5.0 g.) and HMetNH2 (3.7 g.) by the mixed anhydride method using diphenylphosphinyl chloride gave BocMeLeu-MetNH2 in 67% yield. De-t-butoxycarbonylation of BocMeLeu-MetNH2 (5.2 g.) using hydrogen chloride in ethyl acetate gave HMeLeu-MetNH2 in 90% yield. Condensation of BocDTrpOPFP (5.60 g.) and HMeLeu-MetHN2 (3.70 g.) by the activated ester method gave BocDTrp-MeLeu-MetNH2 in 55% yield. De-t-butoxycarbonylation of BocDTrp-MeLeu-MetNH2 (3.38 g.) using trifluoroacetic ... Starting materials: COC(=O)c1ccc(CC(NC(=O)OC(C)(C)C)C(=O)OC(C)(C)C)cc1, C1CCOC1, CCOC(C)=O, [Cl-], Cl, [NH4+]. Product: CC(C)(C)OC(=O)NC(Cc1ccc(C(=O)O)cc1)C(=O)OC(C)(C)C. As a reaction SMILES: [C:1]([CH3:2])([CH3:3])([CH3:4])[O:5][C:6]([CH:7]([CH2:8][c:9]1[cH:10][cH:11][c:12]([C:13](=[O:14])[O:15][CH3:16])[cH:17][cH:18]1)[NH:19][C:20](=[O:21])[O:22][C:23]([CH3:24])([CH3:25])[CH3:26])=[O:27].[CH2:31]1[O:32][CH2:33][CH2:34][CH2:35]1.[CH3:36][CH2:37][O:38][C:39](=[O:40])[CH3:41].[Cl-:28].[ClH:30].[NH4+:29]>>[C:1]([CH3:2])([CH3:3])([CH3:4])[O:5][C:6]([CH:7]([CH2:8][c:9]1[cH:10][cH:11][c:12]([C:13](=[O:14])[OH:15])[cH:17][cH:18]1)[NH:19][C:20](=[O:21])[O:22][C:23]([CH3:24])([CH3:25])[CH3:26])=[O:27]. Starting materials: CC(C)c1ccc2c(Nc3cc(C(=O)NC(C)c4ccccc4)ccc3Sc3ccc(NC(=O)OC(C)(C)C)cc3)ncnc2n1, CC(C)c1ccc2c(Nc3cc(C(=O)NC4CCc5ccccc54)ccc3Sc3ccc(NC(=O)OC(C)(C)C)cc3)ncnc2n1. Product: CC(C)c1ccc2c(Nc3cc(C(=O)NC4CCc5ccccc54)ccc3Sc3ccc(N)cc3)ncnc2n1. Reaction SMILES: [C:48]([O:49][C:50](=[O:51])[NH:52][c:53]1[cH:54][cH:55][c:56]([S:57][c:58]2[cH:59][cH:60][c:61]([C:62](=[O:63])[NH:64][CH:65]([c:66]3[cH:67][cH:68][cH:69][cH:70][cH:71]3)[CH3:72])[cH:73][c:74]2[NH:75][c:76]2[c:77]3[cH:78][cH:79][c:80]([CH:81]([CH3:82])[CH3:83])[n:84][c:85]3[n:86][cH:87][n:88]2)[cH:89][cH:90]1)([CH3:91])([CH3:92])[CH3:93].[CH:1]1([NH:10][C:11](=[O:12])[c:13]2[cH:14][c:15]([NH:34][c:35]3[c:36]4[c:37]([n:38][cH:39][n:40]3)[n:41][c:42]([CH:45]([CH3:46])[CH3:47])[cH:43][cH:44]4)[c:16]([S:19][c:20]3[cH:21][cH:22][c:23]([NH:26][C:27](=[O:28])[O:29][C:30]([CH3:31])([CH3:32])[CH3:33])[cH:24][cH:25]3)[cH:17][cH:18]2)[CH2:2][CH2:3][c:4]2[cH:5][cH:6][cH:7][cH:8][c:9]21>>[CH:1]1([NH:10][C:11](=[O:12])[c:13]2[cH:14][c:15]([NH:34][c:35]3[c:36]4[c:37]([n:38][cH:39][n:40]3)[n:41][c:42]([CH:45]([CH3:46])[CH3:47])[cH:43][cH:44]4)[c:16]([S:19][c:20]3[cH:21][cH:22][c:23]([NH2:26])[cH:24][cH:25]3)[cH:17][cH:18]2)[CH2:2][CH2:3][c:4]2[cH:5][cH:6][cH:7][cH:8][c:9]21. Starting materials: 10, C(C)(C)N(CCC(C#N)(C1=CC=C(C=C1)C)CCN(C(C)C)C(C)C)C(C)C (α,α-bis[2-(diisopropylamino)ethyl]-α-(p-tolyl)acetonitrile), [OH-].[K+] (potassium hydroxide), C(C)O (ethanol). The solvent is O (water), O (water). Yields the product C(C)(C)N(CCC(C(=O)N)(C1=CC=C(C=C1)C)CCN(C(C)C)C(C)C)C(C)C (α,α-bis[2-(diisopropylamino)ethyl]-α-(p-tolyl)acetamide). As a reaction SMILES: [CH:1]([N:4]([CH:26]([CH3:28])[CH3:27])[CH2:5][CH2:6][C:7]([CH2:17][CH2:18][N:19]([CH:23]([CH3:25])[CH3:24])[CH:20]([CH3:22])[CH3:21])([C:10]1[CH:15]=[CH:14][C:13]([CH3:16])=[CH:12][CH:11]=1)[C:8]#[N:9])([CH3:3])[CH3:2].[OH-].[K+].C([OH:33])C>O>[CH:23]([N:19]([CH:20]([CH3:22])[CH3:21])[CH2:18][CH2:17][C:7]([CH2:6][CH2:5][N:4]([CH:1]([CH3:2])[CH3:3])[CH:26]([CH3:28])[CH3:27])([C:10]1[CH:15]=[CH:14][C:13]([CH3:16])=[CH:12][CH:11]=1)[C:8]([NH2:9])=[O:33])([CH3:25])[CH3:24] |f:1.2|. Procedure: A mixture of 10 parts of the preceding acetonitrile, 20 parts of potassium hydroxide, 2 parts by volume of water and 50 parts by volume of ethanol is refluxed for 22 hours. The mixture is then cooled to room temperature, poured into water and extracted with ether. The ether extract is dried over calcium sulfate and stripped of solvent to afford an oil which solidifies upon standing. The crude solid is crystallized from pentane to afford α,α-bis[2-(diisopropylamino)ethyl]-α-(p-tolyl)acetamide, me... Reactants: COC=1C=C(C=CC1OC)C(C#N)C=O (2-[3,4-bis(methyloxy)phenyl]-3-oxopropanenitrile), OC1=CC=C(C=O)C=C1 (4-hydroxybenzaldehyde), FC(C(=O)O)(F)F (trifluoroacetic acid), NN (hydrazine). The solvent is C(C)O (ethanol). Conditions: temperature 70 celsius. Yields the product FC(C(=O)O)(F)F.COC=1C(=CC=2C3=C(N=C(C2C1)C1=CC=C(C=C1)O)NN=C3)OC (4-[7,8-bis(methyloxy)-3H-pyrazolo[3,4-c]isoquinolin-5-yl]phenol trifluoroacetic acid salt). The yield is 31.0%. RXN SMILES: [CH3:1][O:2][C:3]1[CH:4]=[C:5]([CH:11]([CH:14]=O)[C:12]#[N:13])[CH:6]=[CH:7][C:8]=1[O:9][CH3:10].[NH2:16][NH2:17].[OH:18][C:19]1[CH:26]=[CH:25][C:22]([CH:23]=O)=[CH:21][CH:20]=1.[F:27][C:28]([F:33])([F:32])[C:29]([OH:31])=[O:30]>C(O)C>[F:27][C:28]([F:33])([F:32])[C:29]([OH:31])=[O:30].[CH3:10][O:9][C:8]1[C:3]([O:2][CH3:1])=[CH:4][C:5]2[C:11]3[CH:14]=[N:17][NH:16][C:12]=3[N:13]=[C:23]([C:22]3[CH:25]=[CH:26][C:19]([OH:18])=[CH:20][CH:21]=3)[C:6]=2[CH:7]=1 |f:5.6|. Procedure: 2-[3,4-bis(methyloxy)phenyl]-3-oxopropanenitrile (100 mg, 0.49 mmol) was dissolved in ethanol (1 mL), and anhydrous hydrazine (98%, 19 μL, 0.52 mmol) was added. The resulting mixture was heated at reflux for 1 hour. It was cooled, concentrated, and the residue was dried in vacuum for one hour. To this residue was added of 4-hydroxybenzaldehyde (89 mg, 0.61 mmol) and trifluoroacetic acid (1 mL), and the mixture was heated at 70° C. for 18 hours. Then the reaction mixture was concentrated, dissolv...